The task is: describe an organic reaction: reactants, conditions, products, and yield. This data is from the Open Reaction Database (ORD), a public repository of structured organic reaction records. Starting materials: [Br-], CC#N, OCc1ccccc1OC(F)(F)F, c1ccc([PH+](c2ccccc2)c2ccccc2)cc1. Yields the product [Br-], FC(F)(F)Oc1ccccc1C[P+](c1ccccc1)(c1ccccc1)c1ccccc1. As a reaction SMILES: [Br-:14].[CH3:34][C:35]#[N:36].[F:1][C:2]([O:3][c:4]1[c:5]([CH2:6][OH:7])[cH:8][cH:9][cH:10][cH:11]1)([F:12])[F:13].[c:15]1([PH+:21]([c:22]2[cH:23][cH:24][cH:25][cH:26][cH:27]2)[c:28]2[cH:29][cH:30][cH:31][cH:32][cH:33]2)[cH:16][cH:17][cH:18][cH:19][cH:20]1>>[Br-:14].[F:1][C:2]([O:3][c:4]1[c:5]([CH2:6][P+:21]([c:15]2[cH:16][cH:17][cH:18][cH:19][cH:20]2)([c:22]2[cH:23][cH:24][cH:25][cH:26][cH:27]2)[c:28]2[cH:29][cH:30][cH:31][cH:32][cH:33]2)[cH:8][cH:9][cH:10][cH:11]1)([F:12])[F:13]. Procedure details: A mixture of methyl 4-amino-1-ethyl-1H-pyrazole-5-carboxylate (1.75 g), formamidine acetate (1.615 g), n-butanol (20 mL) and DIPEA (20 mL) was stirred at 120° C. for 3 h. The mixture was concentrated under reduced pressure, and the residual crystals were washed with AcOEt/hexane to give the title compound (1.47 g). Starting materials: NC=1C=NN(C1C(=O)OC)CC (methyl 4-amino-1-ethyl-1H-pyrazole-5-carboxylate), C(C)(=O)O.C(=N)N (formamidine acetate), CCN(C(C)C)C(C)C (DIPEA). Run at temperature 120 celsius, time 3 hour. The yield is 86.6%. Product: C(C)N1N=CC=2N=CN=C(C21)O (1-Ethyl-1H-pyrazolo[4,3-d]pyrimidin-7-ol). As a reaction SMILES: [NH2:1][C:2]1[CH:3]=[N:4][N:5]([CH2:11][CH3:12])[C:6]=1[C:7]([O:9]C)=O.C(O)(=O)C.[CH:17](N)=[NH:18].CCN(C(C)C)C(C)C>C(O)CCC>[CH2:11]([N:5]1[C:6]2[C:7]([OH:9])=[N:18][CH:17]=[N:1][C:2]=2[CH:3]=[N:4]1)[CH3:12] |f:1.2|. Solvent: C(CCC)O (n-butanol).